From a dataset of the Open Reaction Database (ORD), a public repository of structured organic reaction records. describe an organic reaction: reactants, conditions, products, and yield The product is CC(O)C1C(=O)N2C(C(=O)OCc3ccc([N+](=O)[O-])cc3)C(=O)C(C)C12. As a reaction SMILES: [Cl:29][CH2:30][CH2:31][Cl:32].[N+:1](=[N-:2])=[C:3]([C:4](=[O:5])[O:6][CH2:7][c:8]1[cH:9][cH:10][c:11]([N+:14](=[O:15])[O-:16])[cH:12][cH:13]1)[C:17]([CH:18]([CH3:19])[CH:20]1[NH:21][C:22](=[O:27])[CH:23]1[CH:24]([CH3:25])[OH:26])=[O:28].[cH:33]1[cH:34][cH:35][cH:36][cH:37][cH:38]1>>[CH:3]1([C:4](=[O:5])[O:6][CH2:7][c:8]2[cH:9][cH:10][c:11]([N+:14](=[O:15])[O-:16])[cH:12][cH:13]2)[C:17](=[O:28])[CH:18]([CH3:19])[CH:20]2[N:21]1[C:22](=[O:27])[CH:23]2[CH:24]([CH3:25])[OH:26]. The reactants are ClCCCl, CC(O)C1C(=O)NC1C(C)C(=O)C(=[N+]=[N-])C(=O)OCc1ccc([N+](=O)[O-])cc1, c1ccccc1. Reactants: ClC1=C(C=CC=C1)N1CCNCC1 (1-(2-chlorophenyl)piperazine), ClCCCN1C(N(C=C(C1=O)C)COCC[Si](C)(C)C)=O (3-(3-chloropropyl)-5-methyl-1-[2-(trimethylsilyl)ethoxymethyl]-2,4(1H,3H)-pyrimidinedione). Product: ClC1=C(C=CC=C1)N1CCN(CC1)CCCN1C(N(C=C(C1=O)C)COCC[Si](C)(C)C)=O (3-{3-[4-(2-chlorophenyl)piperazin-1-yl]propyl}-5-methyl-1-[2-(trimethylsilyl)ethoxymethyl]-2,4(1H,3H)-pyrimidinedione). As a reaction SMILES: [Cl:1][C:2]1[CH:7]=[CH:6][CH:5]=[CH:4][C:3]=1[N:8]1[CH2:13][CH2:12][NH:11][CH2:10][CH2:9]1.Cl[CH2:15][CH2:16][CH2:17][N:18]1[C:23](=[O:24])[C:22]([CH3:25])=[CH:21][N:20]([CH2:26][O:27][CH2:28][CH2:29][Si:30]([CH3:33])([CH3:32])[CH3:31])[C:19]1=[O:34]>>[Cl:1][C:2]1[CH:7]=[CH:6][CH:5]=[CH:4][C:3]=1[N:8]1[CH2:13][CH2:12][N:11]([CH2:15][CH2:16][CH2:17][N:18]2[C:23](=[O:24])[C:22]([CH3:25])=[CH:21][N:20]([CH2:26][O:27][CH2:28][CH2:29][Si:30]([CH3:32])([CH3:31])[CH3:33])[C:19]2=[O:34])[CH2:10][CH2:9]1. Procedure details: substituting 1-(2-chlorophenyl)piperazine and 3-(3-chloropropyl)-5-methyl-1-[2-(trimethylsilyl)ethoxymethyl]-2,4(1H,3H)-pyrimidinedione gave 3-{3-[4-(2-chlorophenyl)piperazin-1-yl]propyl}-5-methyl-1-[2-(trimethylsilyl)ethoxymethyl]-2,4(1H,3H)-pyrimidinedione;